This data is from the Open Reaction Database (ORD), a public repository of structured organic reaction records. The task is: describe an organic reaction: reactants, conditions, products, and yield Reactants: C1(=CC=CC=C1)C=1N=C(OC1C1=CC=CC=C1)COC=1C=C(C=CC1)C=CC(=O)OC (methyl 3-[3-[(4,5-diphenyl-2-oxazolyl)methoxy]phenyl]-2-propenoate), [OH-].[Na+] (sodium hydroxide). The solvent is CO (methanol). Conditions: time 30 minute. The product is C1(=CC=CC=C1)C=1N=C(OC1C1=CC=CC=C1)COC=1C=C(C=CC1)C=CC(=O)O (3-[3-[(4,5-diphenyl-2-oxazolyl)methoxy]phenyl]-2-propenoic acid). The yield is 78.6%. As a reaction SMILES: [C:1]1([C:7]2[N:8]=[C:9]([CH2:18][O:19][C:20]3[CH:21]=[C:22]([CH:26]=[CH:27][C:28]([O:30]C)=[O:29])[CH:23]=[CH:24][CH:25]=3)[O:10][C:11]=2[C:12]2[CH:17]=[CH:16][CH:15]=[CH:14][CH:13]=2)[CH:6]=[CH:5][CH:4]=[CH:3][CH:2]=1.[OH-].[Na+]>CO>[C:1]1([C:7]2[N:8]=[C:9]([CH2:18][O:19][C:20]3[CH:21]=[C:22]([CH:26]=[CH:27][C:28]([OH:30])=[O:29])[CH:23]=[CH:24][CH:25]=3)[O:10][C:11]=2[C:12]2[CH:13]=[CH:14][CH:15]=[CH:16][CH:17]=2)[CH:2]=[CH:3][CH:4]=[CH:5][CH:6]=1 |f:1.2|. Procedure: A mixture of methyl 3-[3-[(4,5-diphenyl-2-oxazolyl)methoxy]phenyl]-2-propenoate (3 g, 7.2 mmol), 5N sodium hydroxide solution (4.40 mL) and methanol (60 mL) was heated to reflux. After 30 minutes, the mixture was cooled, concentrated, diluted with water and acidified to pH=1 with 2N hydrochloric acid solution. A yellow solid was filtered off and recyrstallized from a mixture of hexanes and CH2Cl2 to give 3-[3-[(4,5-diphenyl-2-oxazolyl)methoxy]phenyl]-2-propenoic acid (2.25 g, 77%), mp 145°-147° ... The reactants are CCOC(=O)C(Cc1ccc(Br)cc1)NC(=O)c1c(Cl)cccc1Cl, COc1ccc(CO)c(OC)c1B(O)O. The product is CCOC(=O)C(Cc1ccc(-c2c(OC)ccc(CO)c2OC)cc1)NC(=O)c1c(Cl)cccc1Cl. Reaction SMILES: [CH2:16]([CH3:17])[O:18][C:19]([CH:20]([NH:21][C:22]([c:23]1[c:24]([Cl:30])[cH:25][cH:26][cH:27][c:28]1[Cl:29])=[O:31])[CH2:32][c:33]1[cH:34][cH:35][c:36]([Br:39])[cH:37][cH:38]1)=[O:40].[CH3:1][O:2][c:3]1[c:4]([B:13]([OH:14])[OH:15])[c:5]([O:11][CH3:12])[cH:6][cH:7][c:8]1[CH2:9][OH:10]>>[CH3:1][O:2][c:3]1[c:4](-[c:36]2[cH:35][cH:34][c:33]([CH2:32][CH:20]([C:19]([O:18][CH2:16][CH3:17])=[O:40])[NH:21][C:22]([c:23]3[c:24]([Cl:30])[cH:25][cH:26][cH:27][c:28]3[Cl:29])=[O:31])[cH:38][cH:37]2)[c:5]([O:11][CH3:12])[cH:6][cH:7][c:8]1[CH2:9][OH:10]. RXN SMILES: [CH2:1]([O:8][C:9]1[CH:14]=[CH:13][C:12]([C:15]2([OH:33])[C:23]3[C:18](=[CH:19][CH:20]=[CH:21][CH:22]=3)[C:17](=[O:24])[N:16]2[CH2:25][CH2:26][C:27]2[CH:32]=[CH:31][CH:30]=[CH:29][N:28]=2)=[CH:11][C:10]=1[O:34][CH3:35])[C:2]1[CH:7]=[CH:6][CH:5]=[CH:4][CH:3]=1.[H-].[Na+].[CH2:38]1COCC1>>[CH2:1]([O:8][C:9]1[CH:14]=[CH:13][C:12]([C:15]2([O:33][CH3:38])[C:23]3[C:18](=[CH:19][CH:20]=[CH:21][CH:22]=3)[C:17](=[O:24])[N:16]2[CH2:25][CH2:26][C:27]2[CH:32]=[CH:31][CH:30]=[CH:29][N:28]=2)=[CH:11][C:10]=1[O:34][CH3:35])[C:2]1[CH:7]=[CH:6][CH:5]=[CH:4][CH:3]=1 |f:1.2|. Product: C(C1=CC=CC=C1)OC1=C(C=C(C=C1)C1(N(C(C2=CC=CC=C12)=O)CCC1=NC=CC=C1)OC)OC (3-(4-Benzyloxy-3-methoxy-phenyl)-3-methoxy-2-(2-pyridin-2-yl-ethyl)-2,3-dihydro-isoindol-1-one). Reactants: C(C1=CC=CC=C1)OC1=C(C=C(C=C1)C1(N(C(C2=CC=CC=C12)=O)CCC1=NC=CC=C1)O)OC (3-(4-Benzyloxy-3-methoxy-phenyl)-3-hydroxy-2-(2-pyridin-2-yl-ethyl)-2,3-dihydro-isoindol-1-one), [H-].[Na+] (NaH), C1CCOC1 (THF). The yield is 75.0%. Run at time 30 minute. Procedure details: To a solution of 6 (0.20 g, 0.43 mmol) in dry THF (3 mL) at 0° C., NaH (60%, 0.021 g, 0.86 mmol) was added. After the mixture was stirred for 30 min, Mel (54 μL, 0.86 mmol) was added and stirring was continued overnight at room temperature. The reaction was quenched by the addition of saturated aqueous NH4Cl (0.5 mL). Solvent was evaporated under reduced pressure and the residue was extracted with CH2Cl2 (2×10 mL). The combined organic layer was washed with H20 (3 mL), brine (3 mL) and then drie... Starting materials: O.NN (hydrazine hydrate), BrC1=CC2=CC=C(C(=C2C=C1)C=1C(=CC=C2C=C(C=CC12)Br)O)O ((±)-6,6′-dibromo[1,1′]binaphthalinyl-2,2′-diol), sodium metaborate octahydrate, [Cl-] (chloride), C1(=CC=CC=C1)B(O)O (benzeneboronic acid). The solvent is C1CCOC1 (THF), O (water), O (water), C1CCOC1 (THF). Product: C1(=CC=CC=C1)C1=CC2=CC=C(C(=C2C=C1)C=1C(=CC=C2C=C(C=CC12)C1=CC=CC=C1)O)O ((±)-6,6′-diphenyl[1,1′]binaphthalinyl-2,2′-diol). As a reaction SMILES: Br[C:2]1[CH:11]=[CH:10][C:9]2[C:4](=[CH:5][CH:6]=[C:7]([OH:24])[C:8]=2[C:12]2[C:13]([OH:23])=[CH:14][CH:15]=[C:16]3[C:21]=2[CH:20]=[CH:19][C:18](Br)=[CH:17]3)[CH:3]=1.[Cl-].O.NN.[C:29]1(B(O)O)[CH:34]=[CH:33][CH:32]=[CH:31][CH:30]=1>O.C1COCC1>[C:29]1([C:18]2[CH:19]=[CH:20][C:21]3[C:16](=[CH:15][CH:14]=[C:13]([OH:23])[C:12]=3[C:8]3[C:7]([OH:24])=[CH:6][CH:5]=[C:4]4[C:9]=3[CH:10]=[CH:11][C:2]([C:2]3[CH:11]=[CH:10][CH:9]=[CH:4][CH:3]=3)=[CH:3]4)[CH:17]=2)[CH:34]=[CH:33][CH:32]=[CH:31][CH:30]=1 |f:2.3|. Procedure: 12.0 g (25.7 mmol) of (±)-6,6′-dibromo[1,1′]binaphthalinyl-2,2′-diol, 11.5 g (41 mmol) of sodium metaborate octahydrate and 800 mg of bistriphenylphosphinepalladium(II) chloride are initially introduced in 100 ml of water and 20 ml of THF, 0.13 ml of hydrazine hydrate is added, and a solution of 7.0 g (57 mmol) of benzeneboronic acid in 80 ml of THF is added dropwise. The batch is subsequently heated under reflux overnight, added to water and extracted three times with MTB ether. The combined or... The reactants are [BH4-], COc1cccc2sc(OC3CCC(N)CC3)nc12, CO, [Na+], O=Cc1ccc2c(c1)NC(=O)CO2. Product: COc1cccc2sc(OC3CCC(NCc4ccc5c(c4)NC(=O)CO5)CC3)nc12. RXN SMILES: [BH4-:33].[CH3:1][O:2][c:3]1[cH:4][cH:5][cH:6][c:7]2[c:8]1[n:9][c:10]([O:12][CH:13]1[CH2:14][CH2:15][CH:16]([NH2:19])[CH2:17][CH2:18]1)[s:11]2.[CH3:35][OH:36].[Na+:34].[O:20]=[C:21]1[CH2:22][O:23][c:24]2[c:25]([cH:27][c:28]([CH:31]=[O:32])[cH:29][cH:30]2)[NH:26]1>>[CH3:1][O:2][c:3]1[cH:4][cH:5][cH:6][c:7]2[c:8]1[n:9][c:10]([O:12][CH:13]1[CH2:14][CH2:15][CH:16]([NH:19][CH2:31][c:28]3[cH:27][c:25]4[c:24]([cH:30][cH:29]3)[O:23][CH2:22][C:21](=[O:20])[NH:26]4)[CH2:17][CH2:18]1)[s:11]2. Reactants: N[C@H]1COC2=C(C1)C(=CC=C2F)OC ((R)-3-amino-8-fluoro-5-methoxy-3,4-dihydro-2H-1-benzopyran), [BH3-]C#N.[Na+] (NaCNBH3), C1(CCCCC1)=O (cyclohexanone), CC(=O)O (HOAc). The solvent is CO (methanol). Run at time 8 hour. Yields the product C1(CCCCC1)N[C@H]1COC2=C(C1)C(=CC=C2F)OC ((R)-3-(N-Cyclohexylamino)-8-fluoro-5-methoxy-3,4-dihydro-2H-1-benzopyran). Reaction SMILES: [NH2:1][C@@H:2]1[CH2:7][C:6]2[C:8]([O:13][CH3:14])=[CH:9][CH:10]=[C:11]([F:12])[C:5]=2[O:4][CH2:3]1.[C:15]1(=O)[CH2:20][CH2:19][CH2:18][CH2:17][CH2:16]1.CC(O)=O.[BH3-]C#N.[Na+]>CO>[CH:15]1([NH:1][C@@H:2]2[CH2:7][C:6]3[C:8]([O:13][CH3:14])=[CH:9][CH:10]=[C:11]([F:12])[C:5]=3[O:4][CH2:3]2)[CH2:20][CH2:19][CH2:18][CH2:17][CH2:16]1 |f:3.4|. Procedure: To a solution of (R)-3-amino-8-fluoro-5-methoxy-3,4-dihydro-2H-1-benzopyran (0.45 g, 2.2 mmol), cyclohexanone (0.7 g, 7.2 mmol) and HOAc (0.14 g, 2.3 mmol) in methanol (25 mL) was NaCNBH3 (0.5 g, 8 mmol) added in portions at room temperature. The solution was stirred at room temperature overnight to give a quantitative yield of the title compound. GC/MS (70 eV) M=279 (30%). Reactants: CN([C@H](COC=1C=CC(=NC1)Cl)C)C (5-[(S)-2-dimethylamino-1-propyloxy]-2-chloro pyridine), O.C1(=CC=C(C=C1)S(=O)(=O)O)C (p-toluenesulfonic acid monohydrate), C(C)OCC (ethyl ether). The solvent is C(C)(=O)OCC (ethyl acetate). Conditions: time 5 minute. Product: C1(=CC=C(C=C1)S(=O)(=O)O)C.CN([C@H](COC=1C=CC(=NC1)Cl)C)C (5-[(S)-2-dimethylamino-1-propyloxy]-2-chloro pyridine p-toluenesulfonic acid). As a reaction SMILES: [CH3:1][N:2]([CH3:14])[C@@H:3]([CH3:13])[CH2:4][O:5][C:6]1[CH:7]=[CH:8][C:9]([Cl:12])=[N:10][CH:11]=1.O.[C:16]1([CH3:26])[CH:21]=[CH:20][C:19]([S:22]([OH:25])(=[O:24])=[O:23])=[CH:18][CH:17]=1.C(OCC)C>C(OCC)(=O)C>[C:16]1([CH3:26])[CH:17]=[CH:18][C:19]([S:22]([OH:25])(=[O:23])=[O:24])=[CH:20][CH:21]=1.[CH3:1][N:2]([CH3:14])[C@@H:3]([CH3:13])[CH2:4][O:5][C:6]1[CH:7]=[CH:8][C:9]([Cl:12])=[N:10][CH:11]=1 |f:1.2,5.6|. Reported procedure: A solution of the product 27A (150 mg, 0.701 mmol) in ethyl acetate (1 mL) at room temperature was treated with p-toluenesulfonic acid monohydrate (140 mg, 0.736 mmol) and stirred for 5 minutes. Next, ethyl ether (30 mL) was added and stirred for an additional 5 minutes. The ether was decanted and the procedure was repeated. The residue was then dried under vacuum to provide 27 as a white hygroscopic solid. mp 80-82° C.; MS (CI/NH3) m/e 215 (M+H)+; 1H NMR (D2O, 300 MHz) δ: 1.42 (d, J=7 Hz, 3H), ...